This data is from the Open Reaction Database (ORD), a public repository of structured organic reaction records. The task is: describe an organic reaction: reactants, conditions, products, and yield The reactants are CN(C(C(C)(C)N(S(=O)(=O)C1=C(C=CC=C1)C)CC)=O)C1C2CC3(CC(CC1C3)C2)C(=O)[O-] (N-methyl-4-(2-(N-ethyl-2-methylphenylsulfonamido)-2-methylpropanamido)adamantane-1-carboxylate), C1CCOC1 (THF), CO (methanol), O[Li].O (LiOH.H2O). Run in O (H2O). Run at time 12 hour. The product is CN(C(C(C)(C)N(S(=O)(=O)C1=C(C=CC=C1)C)CC)=O)C1C2CC3(CC(CC1C3)C2)C(=O)O (N-methyl-4-(2-(N-ethyl-2-methylphenylsulfonamido)-2-methylpropanamido)adamantane-1-carboxylic acid). Isolated yield 97.6%. Reaction SMILES: [CH3:1][N:2]([CH:21]1[CH:28]2[CH2:29][C:24]3([C:31]([O-:33])=[O:32])[CH2:25][CH:26]([CH2:30][CH:22]1[CH2:23]3)[CH2:27]2)[C:3](=[O:20])[C:4]([N:7]([CH2:18][CH3:19])[S:8]([C:11]1[CH:16]=[CH:15][CH:14]=[CH:13][C:12]=1[CH3:17])(=[O:10])=[O:9])([CH3:6])[CH3:5].C1COCC1.CO.O[Li].O>O>[CH3:1][N:2]([CH:21]1[CH:22]2[CH2:23][C:24]3([C:31]([OH:33])=[O:32])[CH2:25][CH:26]([CH2:27][CH:28]1[CH2:29]3)[CH2:30]2)[C:3](=[O:20])[C:4]([N:7]([CH2:18][CH3:19])[S:8]([C:11]1[CH:16]=[CH:15][CH:14]=[CH:13][C:12]=1[CH3:17])(=[O:9])=[O:10])([CH3:5])[CH3:6] |f:3.4|. Reported procedure: N-methyl-4-(2-(N-ethyl-2-methylphenylsulfonamido)-2-methylpropanamido)adamantane-1-carboxylate (400 mg, 0.84 mmol) was charged, and dissolved through addition of THF (5 ml), and methanol (5 ml). LiOH.H2O dissolved in H2O (4 ml) was added thereto, followed by stirring for 12 hours at room temperature. After stirring for 12 hours, the resultant solution was vacuum-evaporated, acidified with 2N—HCl to pH 2˜3, and extracted with EA (×2). The organic layer was dried with MgSO4, and filtered. Through ... Starting materials: CN(C)S(=O)(=O)CCNC(=O)OCc1ccccc1, Cl. Yields the product CN(C)S(=O)(=O)CC[NH3+], [Cl-]. As a reaction SMILES: [CH3:1][N:2]([S:3](=[O:4])(=[O:5])[CH2:6][CH2:7][NH:8][C:9](=[O:10])[O:11][CH2:12][c:13]1[cH:14][cH:15][cH:16][cH:17][cH:18]1)[CH3:19].[ClH:20]>>[CH3:1][N:2]([S:3](=[O:4])(=[O:5])[CH2:6][CH2:7][NH3+:8])[CH3:19].[Cl-:20]. Reactants: C(C)(=O)OC(C)=O (acetic anhydride), C(C)C1=CC=C(N)C=C1 (4-ethylaniline), [N+](=O)(O)[O-] (nitric acid). The solvent is CCOC(=O)C (EtOAc). Conditions: temperature 0 celsius, time 15 hour. Product: C(C)C1=CC(=C(C=C1)NC(C)=O)[N+](=O)[O-] (N-(4-ethyl-2-nitrophenyl)acetamide). As a reaction SMILES: C(O[C:5](=[O:7])[CH3:6])(=O)C.[CH2:8]([C:10]1[CH:16]=[CH:15][C:13]([NH2:14])=[CH:12][CH:11]=1)[CH3:9].[N+:17]([O-])([OH:19])=[O:18]>CCOC(C)=O>[CH2:8]([C:10]1[CH:16]=[CH:15][C:13]([NH:14][C:5](=[O:7])[CH3:6])=[C:12]([N+:17]([O-:19])=[O:18])[CH:11]=1)[CH3:9]. Procedure details: To 5 mL acetic anhydride, was added 4-ethylaniline (0.50 mL, 4.02 mmol). The mixture was cooled to 0° C., then fuming red nitric acid (0.35 mL) was added, dropwise. The mixture was stirred at rt for 15 h, then was diluted with EtOAc. The organic phase was washed with sat. NaHCO3, water and brine, dried (Na2SO4) and concentrated to afford 555 mg of Intermediate 180.1, which was used in the following step without further purification. Reactants: C(C)(C)C1=NC=C(C=N1)C=CC=O (3-(2-isopropyl-pyrimidin-5-yl)-propenal), N1=C(C=CC=C1)C=O (2-pyridinecarboxaldehyde). Yields the product C(C)(C)C1=NC=C(C=N1)C=CC=CC=O (5-(2-isopropyl-pyrimidin-5-yl)-penta-2,4-dienal). RXN SMILES: [CH:1]([C:4]1[N:9]=[CH:8][C:7]([CH:10]=[CH:11][CH:12]=O)=[CH:6][N:5]=1)([CH3:3])[CH3:2].N1C=CC=C[C:15]=1[CH:20]=[O:21]>>[CH:1]([C:4]1[N:5]=[CH:6][C:7]([CH:10]=[CH:11][CH:12]=[CH:15][CH:20]=[O:21])=[CH:8][N:9]=1)([CH3:2])[CH3:3]. Procedure: The title compound was prepared by a procedure analogous to Reference Example 5 by substituting 3-(2-isopropyl-pyrimidin-5-yl)-propenal (Reference Example 15) for the 2-pyridinecarboxaldehyde of Reference Example 5. MS 203 (M+H)+. Starting materials: N1C(=NC2=C1C=CC=C2)SCC2=CC=CC(=N2)NCC(C)(C)C (6-[(1H-Benzimidazol-2-ylthio)methyl]-N-(2,2-dimethylpropyl)-2-pyridinamine), O (H2O). The product is N1C(=NC2=C1C=CC=C2)S(=O)CC2=CC=CC(=N2)NCC(C)(C)C (6-[(1H-Benzimidazol-2-ylsulfinyl)methyl]-N-(2,2-dimethylpropyl)-2-pyridinamine). RXN SMILES: [NH:1]1[C:5]2[CH:6]=[CH:7][CH:8]=[CH:9][C:4]=2[N:3]=[C:2]1[S:10][CH2:11][C:12]1[N:17]=[C:16]([NH:18][CH2:19][C:20]([CH3:23])([CH3:22])[CH3:21])[CH:15]=[CH:14][CH:13]=1.[OH2:24]>>[NH:1]1[C:5]2[CH:6]=[CH:7][CH:8]=[CH:9][C:4]=2[N:3]=[C:2]1[S:10]([CH2:11][C:12]1[N:17]=[C:16]([NH:18][CH2:19][C:20]([CH3:23])([CH3:22])[CH3:21])[CH:15]=[CH:14][CH:13]=1)=[O:24]. Procedure details: The title compound (100 mg) was prepared by the method of Example 85 using 1.52 g (4.65 mmole) of 6-[(1H-benzimidazol-2-ylthio)methyl]-N-(2,2-dimethylpropyl)-2-pyridinamine (see Example 106) instead of 6-[(1H-benzimidazol-2-ylthio)methyl]-2-pyridinamine. Structure assignment was supported by the nmr and infrared spectra and by elemental analysis. Analysis. Calc'd. for C18H22N4SO*¼ H2O: C, 62.31; H, 6.48; N, 16.15; S, 9.24. Found: C, 62.19; H, 6.47; N, 15.76; S, 9.09.